Task: describe an organic reaction: reactants, conditions, products, and yield. Dataset: the Open Reaction Database (ORD), a public repository of structured organic reaction records RXN SMILES: [CH3:1][O:2][C:3]([C:5]1[CH:10]=[CH:9][CH:8]=[CH:7][C:6]=1[S:11][C:12]1[C:17]([F:18])=[C:16]([F:19])[N:15]=[C:14](F)[C:13]=1[F:21])=[O:4].[CH2:22]([O:29][C:30]1[CH:35]=[CH:34][C:33]([C:36]#[N:37])=[CH:32][C:31]=1[OH:38])[C:23]1[CH:28]=[CH:27][CH:26]=[CH:25][CH:24]=1.C(=O)([O-])[O-].[Cs+].[Cs+].[OH-].[K+]>CN(C=O)C.C(OCC)(=O)C>[CH2:22]([O:29][C:30]1[CH:35]=[CH:34][C:33]([C:36]#[N:37])=[CH:32][C:31]=1[O:38][C:14]1[C:13]([F:21])=[C:12]([S:11][C:6]2[CH:7]=[CH:8][CH:9]=[CH:10][C:5]=2[C:3]([O:2][CH3:1])=[O:4])[C:17]([F:18])=[C:16]([F:19])[N:15]=1)[C:23]1[CH:24]=[CH:25][CH:26]=[CH:27][CH:28]=1 |f:2.3.4,5.6|. Procedure details: To a solution of 4-(2-methoxycarbonylphenyl)thio-2,3,5,6-tetrafluoropyridine (1.8 g, 5.7 mmol) in DMF (25 mL) was added 2-benzyloxy-5-cyanophenol (1.3 g, 5.8 mmol) and cesium carbonate (2.2 g, 6.8 mmol). The resultant mixture was stirred at 40° C. for 12 hours. The mixture was then cooled to ambient temperature and poured into 100 mL of 0.5 M aqueous KOH solution and 100 mL of ethyl acetate. The aqueous layer was separated and extracted twice further with 100 mL portions of ethyl acetate. The co... Yields the product C(C1=CC=CC=C1)OC1=C(C=C(C#N)C=C1)OC1=NC(=C(C(=C1F)SC1=C(C=CC=C1)C(=O)OC)F)F (4-benzyloxy-3-[(4-(2-methoxycarbonylphenyl)thio-3,5,6-trifluoropyridin-2-yl)oxy]benzonitrile). Solvent: CN(C)C=O (DMF), C(C)(=O)OCC (ethyl acetate). Isolated yield 80.6%. The reactants are COC(=O)C1=C(C=CC=C1)SC1=C(C(=NC(=C1F)F)F)F (4-(2-methoxycarbonylphenyl)thio-2,3,5,6-tetrafluoropyridine), C(C1=CC=CC=C1)OC1=C(C=C(C=C1)C#N)O (2-benzyloxy-5-cyanophenol), C([O-])([O-])=O.[Cs+].[Cs+] (cesium carbonate), resultant mixture, [OH-].[K+] (KOH). Reactants: CCO, COc1cccc(C2(O)CCN(c3ccc(Cl)nn3)CC2)c1, Cl. Reaction SMILES: [CH3:24][CH2:25][OH:26].[Cl:1][c:2]1[cH:3][cH:4][c:5]([N:8]2[CH2:9][CH2:10][C:11]([OH:14])([c:15]3[cH:16][c:17]([O:21][CH3:22])[cH:18][cH:19][cH:20]3)[CH2:12][CH2:13]2)[n:6][n:7]1.[ClH:23]>>[Cl:1][c:2]1[cH:3][cH:4][c:5]([N:8]2[CH2:9][CH:10]=[C:11]([c:15]3[cH:16][c:17]([O:21][CH3:22])[cH:18][cH:19][cH:20]3)[CH2:12][CH2:13]2)[n:6][n:7]1. The product is COc1cccc(C2=CCN(c3ccc(Cl)nn3)CC2)c1. Starting materials: O (water), ClC1=CC=C(CS)C=C1 (4-chlorobenzyl mercaptan), [OH-].[K+] (potassium hydroxide), CN1N=C(C(=C1Cl)Cl)Cl (1-methyl-3,4,5-trichloropyrazole). The solvent is CS(=O)C (dimethylsulfoxide). Conditions: temperature 120 celsius, time 4 hour. The product is CN1N=C(C(=C1SCC1=CC=C(C=C1)Cl)Cl)Cl (1-Methyl-3,4-dichloro-5-(4-chlorobenzylthio)pyrazole). As a reaction SMILES: [Cl:1][C:2]1[CH:9]=[CH:8][C:5]([CH2:6][SH:7])=[CH:4][CH:3]=1.[OH-].[K+].[CH3:12][N:13]1[C:17](Cl)=[C:16]([Cl:19])[C:15]([Cl:20])=[N:14]1.O>CS(C)=O>[CH3:12][N:13]1[C:17]([S:7][CH2:6][C:5]2[CH:8]=[CH:9][C:2]([Cl:1])=[CH:3][CH:4]=2)=[C:16]([Cl:19])[C:15]([Cl:20])=[N:14]1 |f:1.2|. Reported procedure: A stirred mixture of 10.3 g (0.065 moles) 4-chlorobenzyl mercaptan and 3.0 g (0.054 moles) potassium hydroxide in 50 ml dimethylsulfoxide was heated (at about 120° C.) for about 20 minutes. Then 10 g (0.054 moles) 1-methyl-3,4,5-trichloropyrazole were added. Heating (at about 120° C.) of the stirred reaction mixture was continued for about 4 hours. The reaction mixture was allowed to cool. The reaction mixture was added to water (about 50 ml); the resulting mixture was extracted with ether. The ... Reactants: P(=O)(Cl)(Cl)Cl (phosphorus oxychloride), C[Si](NC(C)=O)(C)C (N-Trimethylsilylacetamide), NC1[C@@H]2N(C(=CCS2)C(=O)O)C1=O (7-amino-3-cephem-4-carboxylic acid), C(C)(C)(C)OC(=O)CON=C(C(=O)O)C1=NSC=N1 (2-tert-butoxycarbonylmethoxyimino-2-(1,2,4-thiadiazol-3-yl)acetic acid), C[N+](=CCl)C.[Cl-] (Vilsmeier reagent), resultant solution. The solvent is C(C)(=O)OCC (ethyl acetate), CN(C=O)C (N,N-dimethylformamide), C(C)(=O)OCC (ethyl acetate), O (Water). Conditions: time 30 minute. The product is C[N+](=CCl)C.[Cl-] (Vilsmeier reagent), C(C)(C)(C)OC(=O)CON=C(C(=O)NC1[C@@H]2N(C(=CCS2)C(=O)O)C1=O)C1=NSC=N1 (7-[2-tert-butoxycarbonylmethoxyimino-2-(1,2,4-thiadiazol-3 -yl)acetamido]-3-cephem-4-carboxylic acid). RXN SMILES: P(Cl)(Cl)([Cl:3])=O.[C:6]([O:10][C:11]([CH2:13][O:14][N:15]=[C:16]([C:20]1[N:24]=[CH:23][S:22][N:21]=1)[C:17]([OH:19])=O)=[O:12])([CH3:9])([CH3:8])[CH3:7].[CH3:25][N+:26]([CH3:29])=[CH:27][Cl:28].[Cl-].C[Si](C)(C)NC(=O)C.[NH2:39][CH:40]1[C:50](=[O:51])[N:42]2[C:43]([C:47]([OH:49])=[O:48])=[CH:44][CH2:45][S:46][C@H:41]12>C(OCC)(=O)C.O.CN(C)C=O>[CH3:25][N+:26]([CH3:29])=[CH:27][Cl:28].[Cl-:3].[C:6]([O:10][C:11]([CH2:13][O:14][N:15]=[C:16]([C:20]1[N:24]=[CH:23][S:22][N:21]=1)[C:17]([NH:39][CH:40]1[C:50](=[O:51])[N:42]2[C:43]([C:47]([OH:49])=[O:48])=[CH:44][CH2:45][S:46][C@H:41]12)=[O:19])=[O:12])([CH3:7])([CH3:8])[CH3:9] |f:2.3,9.10|. Procedure: Vilsmeier reagent was prepared from N,N-dimethylformamide (0.31 g) and phosphorus oxychloride (0.64 g) in a usual manner. 2-tert-butoxycarbonylmethoxyimino-2-(1,2,4-thiadiazol-3-yl)acetic acid (syn isomer) (1.0 g) was added to a stirred suspension of the Vilsmeier reagent prepared above in ethyl acetate (11 ml) under ice-cooling, and the stirring was continued for 30 minutes at the same temperature to produce an activated acid solution. N-Trimethylsilylacetamide (3.2 g) was added to a stirred su... Reactants: Nc1cccc(Br)c1, CI, [K+], CN(C)C=O, [OH-]. Yields the product CNc1cccc(Br)c1. Reaction SMILES: [Br:1][c:2]1[cH:3][c:4]([NH2:5])[cH:6][cH:7][cH:8]1.[I:11][CH3:12].[K+:10].[O:13]=[CH:14][N:15]([CH3:16])[CH3:17].[OH-:9]>>[Br:1][c:2]1[cH:3][c:4]([NH:5][CH3:12])[cH:6][cH:7][cH:8]1.